From a dataset of the Open Reaction Database (ORD), a public repository of structured organic reaction records. describe an organic reaction: reactants, conditions, products, and yield The reactants are CNC(=N)NC(=S)N ((N-methylamidino)thiourea), BrCC(CCCCN1C(C=2C(C1=O)=CC=CC2)=O)=O (N-(6-bromo-5-oxohexyl)phthalimide). Solvent: C(C)O (ethanol). Yields the product Br.CN=C(NC=1SC=C(N1)CCCCN1C(C=2C(C1=O)=CC=CC2)=O)N (2-(2-methylguanidino)-4-(4-phthalimidobutyl)thiazole hydrobromide). RXN SMILES: [CH3:1][NH:2][C:3]([NH:5][C:6]([NH2:8])=[S:7])=[NH:4].[Br:9][CH2:10][C:11](=O)[CH2:12][CH2:13][CH2:14][CH2:15][N:16]1[C:20](=[O:21])[C:19]2=[CH:22][CH:23]=[CH:24][CH:25]=[C:18]2[C:17]1=[O:26]>C(O)C>[BrH:9].[CH3:1][N:2]=[C:3]([NH2:4])[NH:5][C:6]1[S:7][CH:10]=[C:11]([CH2:12][CH2:13][CH2:14][CH2:15][N:16]2[C:17](=[O:26])[C:18]3=[CH:25][CH:24]=[CH:23][CH:22]=[C:19]3[C:20]2=[O:21])[N:8]=1 |f:3.4|. Procedure details: To a solution of (N-methylamidino)thiourea (0.4 g.) in hot ethanol (20 ml.) was added N-(6-bromo-5-oxohexyl)phthalimide (1.5 g.). The mixture was heated under reflux for 1 hour, cooled and evaporated to dryness. The residue was triturated with acetonitrile and the resulting solid was filtered and dried to give 2-(2-methylguanidino)-4-(4-phthalimidobutyl)thiazole hydrobromide, m.p. 210°-212° C.